The task is: describe an organic reaction: reactants, conditions, products, and yield. This data is from the Open Reaction Database (ORD), a public repository of structured organic reaction records. The reactants are C(C)O (ethanol), C=1C=CC(=CC1)CCO (phenylethanol), S(=O)(=O)(O)[O-].[K+] (potassium hydrogen sulfate), C(C)OC(C1=CC(=C(C=C1)OC(=O)OC(C)(C)C)OC)OCC (3-methoxy-4-tert.-butoxycarbonyloxy-benzaldehyde diethylacetal). Run in C1(=CC=CC=C1)C (toluene). Conditions: time 2 hour. Yields the product C1(=CC=CC=C1)CCOC(C1=CC(=C(C=C1)OC(=O)OC(C)(C)C)OC)OCCC1=CC=CC=C1 (3-methoxy-4-tert.-butoxycarbonyloxy-benzaldehyde di-(phenylethyl)-acetal). RXN SMILES: [CH2:1]([O:3][CH:4]([O:21][CH2:22][CH3:23])[C:5]1[CH:10]=[CH:9][C:8]([O:11][C:12]([O:14][C:15]([CH3:18])([CH3:17])[CH3:16])=[O:13])=[C:7]([O:19][CH3:20])[CH:6]=1)[CH3:2].[CH:24]1[CH:25]=[CH:26][C:27](CCO)=[CH:28][CH:29]=1.S([O-])(O)(=O)=O.[K+].[CH2:39](O)[CH3:40]>C1(C)C=CC=CC=1>[C:40]1([CH2:23][CH2:22][O:21][CH:4]([O:3][CH2:1][CH2:2][C:29]2[CH:24]=[CH:25][CH:26]=[CH:27][CH:28]=2)[C:5]2[CH:10]=[CH:9][C:8]([O:11][C:12]([O:14][C:15]([CH3:17])([CH3:18])[CH3:16])=[O:13])=[C:7]([O:19][CH3:20])[CH:6]=2)[CH:39]=[CH:7][CH:6]=[CH:5][CH:4]=1 |f:2.3|. Procedure: An amount of 1.1 g (3.36 mmol) of 3-methoxy-4-tert.-butoxycarbonyloxy-benzaldehyde diethylacetal was dissolved in 40 ml of dried toluene. After the addition of 0.82 g (6.71 mmol) of phenylethanol and 16 mg of potassium hydrogen sulfate, the resulting mixture was stirred for 2 hours under reflux. The ethanol formed was then distilled off slowly, while more, toluene was added to the mixture. After complete removal of the ethanol, the mixture was cooled down and the potassium hydrogen sulfate was f... The reactants are CC(C)(C)OC(=O)N1CCNCC1, NC1CC1, O=C(Cl)CCl. Yields the product O=C(CN1CCNCC1)NC1CC1. As a reaction SMILES: [C:1]([O:2][C:6](=[O:3])[N:8]1[CH2:9][CH2:10][NH:11][CH2:12][CH2:13]1)([CH3:4])([CH3:5])[CH3:7].[CH:19]1([NH2:22])[CH2:20][CH2:21]1.[Cl:14][CH2:15][C:16](=[O:17])[Cl:18]>>[CH2:6]([N:8]1[CH2:9][CH2:10][NH:11][CH2:12][CH2:13]1)[C:16](=[O:17])[NH:22][CH:19]1[CH2:20][CH2:21]1.